From a dataset of the Open Reaction Database (ORD), a public repository of structured organic reaction records. describe an organic reaction: reactants, conditions, products, and yield Starting materials: C(C)SC1=NC(=NC2=CC=CC=C12)C1=CC(=C(C=C1)C1=CC=CC=C1)F (4-ethylthio-2-(3-fluoro-4-phenylphenyl)quinazoline), NC=1C=C2C=NNC2=CC1 (5-aminoindazole), CC(C)([O-])C.[K+] (potassium t-butoxide), CO.ClCCl (methanol dichloromethane). Solvent: CN(C=O)C (N,N-dimethylformamide), CN(C=O)C (N,N-dimethylformamide), CN(C=O)C (N,N-dimethylformamide). Run at time 1 hour. The product is N1N=CC2=CC(=CC=C12)NC1=NC(=NC2=CC=CC=C12)C1=CC(=C(C=C1)C1=CC=CC=C1)F (1H-indazol-5-yl[2-(3-fluoro-4-phenylphenyl)quinazolin-4-yl]amine). The yield is 51.3%. As a reaction SMILES: [NH2:1][C:2]1[CH:3]=[C:4]2[C:8](=[CH:9][CH:10]=1)[NH:7][N:6]=[CH:5]2.CC(C)([O-])C.[K+].C(S[C:20]1[C:29]2[C:24](=[CH:25][CH:26]=[CH:27][CH:28]=2)[N:23]=[C:22]([C:30]2[CH:35]=[CH:34][C:33]([C:36]3[CH:41]=[CH:40][CH:39]=[CH:38][CH:37]=3)=[C:32]([F:42])[CH:31]=2)[N:21]=1)C.CO.ClCCl>CN(C)C=O>[NH:7]1[C:8]2[C:4](=[CH:3][C:2]([NH:1][C:20]3[C:29]4[C:24](=[CH:25][CH:26]=[CH:27][CH:28]=4)[N:23]=[C:22]([C:30]4[CH:35]=[CH:34][C:33]([C:36]5[CH:37]=[CH:38][CH:39]=[CH:40][CH:41]=5)=[C:32]([F:42])[CH:31]=4)[N:21]=3)=[CH:10][CH:9]=2)[CH:5]=[N:6]1 |f:1.2,4.5|. Procedure: A solution of 5-aminoindazole (0.020 g, 0.15 mmol) in dry N,N-dimethylformamide (4 mL) was added dropwise to a solution of potassium t-butoxide (0.017 g, 0.15 mmol) in dry N,N-dimethylformamide (1 mL). The reaction mixture went from green to red within a 20-minute period, and the contents were stirred at room temperature for 1 hour before the flask was treated with a solution of the compound of Example 37 (0.050 g, 0.14 mmol) in dry N,N-dimethylformamide (2 mL). The contents were stirred at room... The reactants are ice water, BrC1=COC2=CC=CC=C2C1=S (3-bromothiochromone), N1C=CC2=CC=CC=C12 (indole), C([O-])([O-])=O.[K+].[K+] (potassium carbonate). Run in CN(C=O)C (dimethylformamide). The product is N1C(=CC2=CC=CC=C12)C=1OC2=CC=CC=C2C(C1)=S (2-indolylthiochromone). Yield: 85.1%. As a reaction SMILES: Br[C:2]1[C:11](=[S:12])[C:10]2[C:5](=[CH:6][CH:7]=[CH:8][CH:9]=2)[O:4][CH:3]=1.[NH:13]1[C:21]2[C:16](=[CH:17][CH:18]=[CH:19][CH:20]=2)[CH:15]=[CH:14]1.C(=O)([O-])[O-].[K+].[K+]>CN(C)C=O>[NH:13]1[C:21]2[C:16](=[CH:17][CH:18]=[CH:19][CH:20]=2)[CH:15]=[C:14]1[C:3]1[O:4][C:5]2[C:10]([C:11](=[S:12])[CH:2]=1)=[CH:9][CH:8]=[CH:7][CH:6]=2 |f:2.3.4|. Procedure: To an eggplant type flask (25 ml), 3-bromothiochromone (121 mg) prepared in Example 8, indole (234 mg), potassium carbonate (1382 mg), and dimethylformamide (15 ml) were added. The mixture was reacted at 80° C. for 20 hours with stirring. The reaction mixture was added to ice water and extracted with chloroform. The organic layer was dried over anhydrous sodium sulfate, and concentrated under reduced pressure. The residue was purifiedby the silica gel colunm chromatography and recrystallized fro... Starting materials: [Cl-].[NH4+] (ammonium chloride), BrC=1C(=NC=C(C1)C(F)(F)F)OC (3-bromo-2-methoxy-5-(trifluoromethyl)pyridine), CI (Methyl iodide), C(CCC)[Li] (butyl lithium). The solvent is CCOCC (ether). Conditions: temperature 20 celsius, time 30 minute. Product: COC1=NC=C(C=C1C)C(F)(F)F (2-Methoxy-3-methyl-5-(trifluoromethyl)pyridine). Reaction SMILES: Br[C:2]1[C:3]([O:12][CH3:13])=[N:4][CH:5]=[C:6]([C:8]([F:11])([F:10])[F:9])[CH:7]=1.[CH2:14]([Li])CCC.CI.[Cl-].[NH4+]>CCOCC>[CH3:13][O:12][C:3]1[C:2]([CH3:14])=[CH:7][C:6]([C:8]([F:11])([F:10])[F:9])=[CH:5][N:4]=1 |f:3.4|. Procedure: A solution of 5.12 g (0.020 mol) of 3-bromo-2-methoxy-5-(trifluoromethyl)pyridine in 60 ml of ether was cooled to -70° C. and blanketed with nitrogen. A solution containing 0.021 mole of butyl lithium (8.4 ml of 2.5 M) was added slowly with stirring keeping the temperature below about -65° C. and the mixture allowed to react for another 30 min. Methyl iodide (0.62 ml, 0.01 mol) was added to the mixture and stirring continued at -70° C. for about 30 min. The mixture was allowed to warm to about 2... Reactants: CO, CC1CN(Cc2cccc(-c3cc(CNC(=O)c4cccc(CC5CCN(C)CC5)c4)ccc3F)c2)CCN1C(=O)OCc1ccccc1, [H][H]. The product is CC1CN(Cc2cccc(-c3cc(CNC(=O)c4cccc(CC5CCN(C)CC5)c4)ccc3F)c2)CCN1. RXN SMILES: [CH3:52][OH:53].[F:1][c:2]1[c:3](-[c:26]2[cH:27][c:28]([CH2:32][N:33]3[CH2:34][CH:35]([CH3:49])[N:36]([C:39]([O:40][CH2:41][c:42]4[cH:43][cH:44][cH:45][cH:46][cH:47]4)=[O:48])[CH2:37][CH2:38]3)[cH:29][cH:30][cH:31]2)[cH:4][c:5]([CH2:8][NH:9][C:10](=[O:11])[c:12]2[cH:13][c:14]([CH2:18][CH:19]3[CH2:20][CH2:21][N:22]([CH3:25])[CH2:23][CH2:24]3)[cH:15][cH:16][cH:17]2)[cH:6][cH:7]1.[H:50][H:51]>>[F:1][c:2]1[c:3](-[c:26]2[cH:27][c:28]([CH2:32][N:33]3[CH2:34][CH:35]([CH3:49])[NH:36][CH2:37][CH2:38]3)[cH:29][cH:30][cH:31]2)[cH:4][c:5]([CH2:8][NH:9][C:10](=[O:11])[c:12]2[cH:13][c:14]([CH2:18][CH:19]3[CH2:20][CH2:21][N:22]([CH3:25])[CH2:23][CH2:24]3)[cH:15][cH:16][cH:17]2)[cH:6][cH:7]1. Reactants: ClC1=NC=C(C(=N1)NC(CC(=O)OCC)C1(CCCC1)C(F)(F)F)F (racemic ethyl 3-(2-chloro-5-fluoropyrimidin-4-ylamino)-3-(1-(trifluoromethyl)cyclopentyl)propanoate), ClC1=NC=C(C(=N1)NC(CC(=O)OCC)C1(CCCC1)C(F)(F)F)F ((+/−)-ethyl 3-(2-chloro-5-fluoropyrimidin-4-ylamino)-3-(1-(trifluoromethyl)-cyclopentyl)propanoate), FC=1C=C2C(=NC1)N(C=C2B2OC(C(O2)(C)C)(C)C)S(=O)(=O)C2=CC=C(C=C2)C (5-fluoro-1-(p-tolylsulfonyl)-3-(4,4,5,5-tetramethyl-1,3,2-dioxaborolan-2-yl)pyrrolo[2,3-b]pyridine), FC=1C=C2C(=NC1)N(C=C2B2OC(C(O2)(C)C)(C)C)S(=O)(=O)C2=CC=C(C=C2)C (5-fluoro-1-(p-tolylsulfonyl)-3-(4,4,5,5-tetramethyl-1,3,2-dioxaborolan-2-yl)pyrrolo[2,3-b]pyridine), P(=O)([O-])([O-])[O-].[K+].[K+].[K+] (potassium phosphate), CC(C)C1=CC(=C(C(=C1)C(C)C)C2=C(C=CC=C2)P(C3CCCCC3)C4CCCCC4)C(C)C (X-Phos). The reagents and catalysts are C=1C=CC(=CC1)/C=C/C(=O)/C=C/C2=CC=CC=C2.C=1C=CC(=CC1)/C=C/C(=O)/C=C/C2=CC=CC=C2.C=1C=CC(=CC1)/C=C/C(=O)/C=C/C2=CC=CC=C2.[Pd].[Pd] (Pd2(dba)3). Run in C1CCOC1 (THF), O (water). The product is FC=1C(=NC(=NC1)C1=CN(C2=NC=C(C=C21)F)S(=O)(=O)C2=CC=C(C)C=C2)NC(CC(=O)OCC)C2(CCCC2)C(F)(F)F ((+/−)-ethyl 3-(5-fluoro-2-(5-fluoro-1-tosyl-1H-pyrrolo[2,3-b]pyridin-3-yl)pyrimidin-4-ylamino)-3-(1-(trifluoromethyl)cyclopentyl)propanoate). RXN SMILES: Cl[C:2]1[N:7]=[C:6]([NH:8][CH:9]([C:16]2([C:21]([F:24])([F:23])[F:22])[CH2:20][CH2:19][CH2:18][CH2:17]2)[CH2:10][C:11]([O:13][CH2:14][CH3:15])=[O:12])[C:5]([F:25])=[CH:4][N:3]=1.[F:26][C:27]1[CH:28]=[C:29]2[C:35](B3OC(C)(C)C(C)(C)O3)=[CH:34][N:33]([S:45]([C:48]3[CH:53]=[CH:52][C:51]([CH3:54])=[CH:50][CH:49]=3)(=[O:47])=[O:46])[C:30]2=[N:31][CH:32]=1.P([O-])([O-])([O-])=O.[K+].[K+].[K+].CC(C1C=C(C(C)C)C(C2C=CC=CC=2P(C2CCCCC2)C2CCCCC2)=C(C(C)C)C=1)C>C1COCC1.O.C1C=CC(/C=C/C(/C=C/C2C=CC=CC=2)=O)=CC=1.C1C=CC(/C=C/C(/C=C/C2C=CC=CC=2)=O)=CC=1.C1C=CC(/C=C/C(/C=C/C2C=CC=CC=2)=O)=CC=1.[Pd].[Pd]>[F:25][C:5]1[C:6]([NH:8][CH:9]([C:16]2([C:21]([F:24])([F:23])[F:22])[CH2:20][CH2:19][CH2:18][CH2:17]2)[CH2:10][C:11]([O:13][CH2:14][CH3:15])=[O:12])=[N:7][C:2]([C:35]2[C:29]3[C:30](=[N:31][CH:32]=[C:27]([F:26])[CH:28]=3)[N:33]([S:45]([C:48]3[CH:53]=[CH:52][C:51]([CH3:54])=[CH:50][CH:49]=3)(=[O:46])=[O:47])[CH:34]=2)=[N:3][CH:4]=1 |f:2.3.4.5,9.10.11.12.13|. Procedure: To a solution of racemic ethyl 3-(2-chloro-5-fluoropyrimidin-4-ylamino)-3-(1-(trifluoromethyl)cyclopentyl)propanoate, 196a, (0.084 g, 0.219 mmol) in THF (10 mL) and water (1 mL) was added 5-fluoro-1-(p-tolylsulfonyl)-3-(4,4,5,5-tetramethyl-1,3,2-dioxaborolan-2-yl)pyrrolo[2,3-b]pyridine, 7a, (0.137 g, 0.328 mmol) and potassium phosphate (0.140 g, 0.657 mmol). The resulting mixture was degassed under a stream of nitrogen for 10 minutes. To the reaction was then added X-Phos (0.010 g, 0.021 mmol) a... Reactants: ClC1=NC=CC=C1C(=O)NC1=CC=NN1 (2-chloro-N-(1H-pyrazol-5-yl)-3-pyridinecarboxamide), C1(=CC=CC=C1)OC1=CC=CC=C1 (diphenyl ether), Cl (HCl). The product is OC1=NC=2N(C3=C1C=CC=N3)N=CC2 (5-Hydroxypyrazolo[1,5-a]pyrido[3,2-e]pyrimidine). As a reaction SMILES: Cl[C:2]1[C:7]([C:8]([NH:10][C:11]2[NH:15][N:14]=[CH:13][CH:12]=2)=[O:9])=[CH:6][CH:5]=[CH:4][N:3]=1.C1(OC2C=CC=CC=2)C=CC=CC=1.Cl>>[OH:9][C:8]1[C:7]2[CH:6]=[CH:5][CH:4]=[N:3][C:2]=2[N:15]2[N:14]=[CH:13][CH:12]=[C:11]2[N:10]=1. Procedure: 103 g. of 2-chloro-N-(1H-pyrazol-5-yl)-3-pyridinecarboxamide are suspended in 600 ml. of diphenyl ether and heated with stirring at 180° until the evolution of HCl gas ceases. After cooling to room temperature, 5-hydroxypyrazolo[1,5-a]pyrido[3,2-e]pyrimidine is filtered off, yield: 75 g. (88%); m.p. ≥ 300° (DMF).